From a dataset of the Open Reaction Database (ORD), a public repository of structured organic reaction records. describe an organic reaction: reactants, conditions, products, and yield Reactants: FC(C1=CC(=NC=2N1N=CC2C(=O)O)C2=CC=C(C=C2)C(F)(F)F)(F)F (7-trifluoromethyl-5-(4-trifluoromethyl-phenyl)-pyrazolo[1,5-a]pyrimidine-3-carboxylic acid), FC(S(=O)(=O)C=1C=C(C=CC1)N)(F)F (3-trifluoromethanesulfonyl-phenylamine). The product is FC(S(=O)(=O)C=1C=C(C=CC1)NC(=O)C=1C=NN2C1N=C(C=C2C(F)(F)F)C2=CC=C(C=C2)C(F)(F)F)(F)F (7-Trifluoromethyl-5-(4-trifluoromethyl-phenyl)-pyrazolo[1,5-a]pyrimidine-3-carboxylic acid(3-trifluoromethanesulfonyl-phenyl)-amide). As a reaction SMILES: [F:1][C:2]([F:26])([F:25])[C:3]1[N:8]2[N:9]=[CH:10][C:11]([C:12](O)=[O:13])=[C:7]2[N:6]=[C:5]([C:15]2[CH:20]=[CH:19][C:18]([C:21]([F:24])([F:23])[F:22])=[CH:17][CH:16]=2)[CH:4]=1.[F:27][C:28]([F:40])([F:39])[S:29]([C:32]1[CH:33]=[C:34]([NH2:38])[CH:35]=[CH:36][CH:37]=1)(=[O:31])=[O:30]>>[F:40][C:28]([F:39])([F:27])[S:29]([C:32]1[CH:33]=[C:34]([NH:38][C:12]([C:11]2[CH:10]=[N:9][N:8]3[C:3]([C:2]([F:26])([F:25])[F:1])=[CH:4][C:5]([C:15]4[CH:20]=[CH:19][C:18]([C:21]([F:24])([F:22])[F:23])=[CH:17][CH:16]=4)=[N:6][C:7]=23)=[O:13])[CH:35]=[CH:36][CH:37]=1)(=[O:30])=[O:31]. Procedure details: The title compound was prepared from 7-trifluoromethyl-5-(4-trifluoromethyl-phenyl)-pyrazolo[1,5-a]pyrimidine-3-carboxylic acid (example C.2) and 3-trifluoromethanesulfonyl-phenylamine [commercially available] according to general procedure II. Yellow solid. MS (ISP) 583.3 [(M+H)+]; mp 207° C. Starting materials: O=C([O-])O, CC(C)(C)OC(=O)N1CCC(C(=O)Nc2cc(Oc3ccc4c(c3)c(Cl)cn4C(=O)Nc3ccccc3)ccn2)CC1, [Na+], [Na+], [OH-], O, O=C(O)C(F)(F)F. The product is O=C(Nc1cc(Oc2ccc3c(c2)c(Cl)cn3C(=O)Nc2ccccc2)ccn1)C1CCNCC1. As a reaction SMILES: [C:44](=[O:45])([OH:46])[O-:47].[NH:1]([c:2]1[cH:3][cH:4][cH:5][cH:6][cH:7]1)[C:8](=[O:9])[n:10]1[cH:11][c:12]([Cl:42])[c:13]2[cH:14][c:15]([O:19][c:20]3[cH:21][c:22]([NH:26][C:27](=[O:28])[CH:29]4[CH2:30][CH2:31][N:32]([C:35]([O:36][C:37]([CH3:38])([CH3:39])[CH3:40])=[O:41])[CH2:33][CH2:34]4)[n:23][cH:24][cH:25]3)[cH:16][cH:17][c:18]12.[Na+:48].[Na+:50].[OH-:49].[OH2:43].[OH:51][C:52]([C:53]([F:54])([F:55])[F:56])=[O:57]>>[NH:1]([c:2]1[cH:3][cH:4][cH:5][cH:6][cH:7]1)[C:8](=[O:9])[n:10]1[cH:11][c:12]([Cl:42])[c:13]2[cH:14][c:15]([O:19][c:20]3[cH:21][c:22]([NH:26][C:27](=[O:28])[CH:29]4[CH2:30][CH2:31][NH:32][CH2:33][CH2:34]4)[n:23][cH:24][cH:25]3)[cH:16][cH:17][c:18]12. Starting materials: O=C(Cl)c1ccc(Cl)cc1, CN1CCC(C(=O)c2cccc(N)c2)CC1. Yields the product CN1CCC(C(=O)c2cccc(NC(=O)c3ccc(Cl)cc3)c2)CC1. As a reaction SMILES: [Cl:17][C:18](=[O:19])[c:20]1[cH:21][cH:22][c:23]([Cl:24])[cH:25][cH:26]1.[NH2:1][c:2]1[cH:3][c:4]([C:5](=[O:6])[CH:7]2[CH2:8][CH2:9][N:10]([CH3:13])[CH2:11][CH2:12]2)[cH:14][cH:15][cH:16]1>>[NH:1]([c:2]1[cH:3][c:4]([C:5](=[O:6])[CH:7]2[CH2:8][CH2:9][N:10]([CH3:13])[CH2:11][CH2:12]2)[cH:14][cH:15][cH:16]1)[C:18](=[O:19])[c:20]1[cH:21][cH:22][c:23]([Cl:24])[cH:25][cH:26]1. Reactants: C(Cl)Cl (DCM), CN1CCN(CC1)CC=1C=C(C=CC1)B(O)O (3-((4-Methyl-piperazin-1-yl)methyl)-phenyl boronic acid), CN1CCN(CC1)CC=1C=C(C=CC1)B(O)O (3-((4-Methyl-piperazin-1-yl)methyl)-phenyl boronic acid), C(=O)([O-])[O-].[Na+].[Na+] (Na2CO3), BrC=1C=C(C=NC1)C1=CC(=NC(=C1)NC)C1=NC=CC=C1 ((5″-Bromo-[2,2′;4′,3″]terpyridin-6′-yl)-methyl-amine). The reagents and catalysts are C1=CC=C(C=C1)P([C-]2C=CC=C2)C3=CC=CC=C3.C1=CC=C(C=C1)P([C-]2C=CC=C2)C3=CC=CC=C3.Cl[Pd]Cl.[Fe+2] ([1,1′-Bis(diphenylphosphino)-ferrocene]dichloropalladium (II)). Solvent: COCCOC (DME), CCOC(=O)C (EtOAc). The product is CNC1=CC(=CC(=N1)C1=NC=CC=C1)C=1C=NC=C(C1)C1=CC(=CC=C1)CN1CCN(CC1)C (Methyl-{5″-[3-(4-methyl-piperazin-1-ylmethyl)-phenyl]-[2,2′;4′,3″]terpyridin-6′-yl}-amine). Reaction SMILES: [CH3:1][N:2]1[CH2:7][CH2:6][N:5]([CH2:8][C:9]2[CH:10]=[C:11](B(O)O)[CH:12]=[CH:13][CH:14]=2)[CH2:4][CH2:3]1.C([O-])([O-])=O.[Na+].[Na+].Br[C:25]1[CH:26]=[C:27]([C:31]2[CH:36]=[C:35]([NH:37][CH3:38])[N:34]=[C:33]([C:39]3[CH:44]=[CH:43][CH:42]=[CH:41][N:40]=3)[CH:32]=2)[CH:28]=[N:29][CH:30]=1.C(Cl)Cl>COCCOC.CCOC(C)=O.C1C=CC(P(C2C=CC=CC=2)[C-]2C=CC=C2)=CC=1.C1C=CC(P(C2C=CC=CC=2)[C-]2C=CC=C2)=CC=1.Cl[Pd]Cl.[Fe+2]>[CH3:38][NH:37][C:35]1[N:34]=[C:33]([C:39]2[CH:44]=[CH:43][CH:42]=[CH:41][N:40]=2)[CH:32]=[C:31]([C:27]2[CH:28]=[N:29][CH:30]=[C:25]([C:11]3[CH:12]=[CH:13][CH:14]=[C:9]([CH2:8][N:5]4[CH2:6][CH2:7][N:2]([CH3:1])[CH2:3][CH2:4]4)[CH:10]=3)[CH:26]=2)[CH:36]=1 |f:1.2.3,8.9.10.11|. Reported procedure: To a solution of 3-((4-Methyl-piperazin-1-yl)methyl)-phenyl boronic acid (Intermediate B1) (1.2 eq, 0.704 mmol, 0.165 g) and 2M Na2CO3 (2.0 eq, 1.17 mmol, 0.6 ml) in DME (3 ml) is added (5″-Bromo-[2,2′;4′,3″]terpyridin-6′-yl)-methyl-amine (Example 2.1; step1) (1 eq, 0.586 mmol, 0.2 g) followed by [1,1′-Bis(diphenylphosphino)-ferrocene]dichloropalladium (II), complex with DCM (0.1 eq, 0.058 mmol, 0.043 g). The reaction mixture is heated using microwave radiation at 90° C. for 4 hours. The reactio... Starting materials: ClC1=CC=2C(CNS(C2S1)(=O)=O)O (6-chloro-3,4-dihydro-2H-thieno[3,2-e]-1,2-thiazine-4-ol 1,1-dioxide), [H-].[Na+] (sodium hydride), BrCCCCBr (1,4-dibromobutane), ice water. Run in CN(C=O)C (dimethylformamide). Run at time 30 minute. Product: ClC1=CC=2C(CN(S(C2S1)(=O)=O)CCCCBr)O (6-chloro-3,4-dihydro-2-(4-bromobutyl)-2H-thieno[3,2-e]-1,2-thiazine-4-ol 1,1-dioxide). Isolated yield 75.0%. RXN SMILES: [Cl:1][C:2]1[S:10][C:9]2[S:8](=[O:12])(=[O:11])[NH:7][CH2:6][CH:5]([OH:13])[C:4]=2[CH:3]=1.[H-].[Na+].[Br:16][CH2:17][CH2:18][CH2:19][CH2:20]Br>CN(C)C=O>[Cl:1][C:2]1[S:10][C:9]2[S:8](=[O:11])(=[O:12])[N:7]([CH2:20][CH2:19][CH2:18][CH2:17][Br:16])[CH2:6][CH:5]([OH:13])[C:4]=2[CH:3]=1 |f:1.2|. Procedure: A solution 6-chloro-3,4-dihydro-2H-thieno[3,2-e]-1,2-thiazine-4-ol 1,1-dioxide (9.0 g, 37.6 mmol) in dimethylformamide (200 mL, anhydrous) and sodium hydride (60% in oil, 1.66 g, 41.5 mmol) was reacted with 1,4-dibromobutane at 0°. The reaction was stirred in an ice bath for 30 min and then it was allowed to warm to room temperature and stir for three days. The mixture was poured into ice water (400 mL) and extracted with diethyl ether (2×200 mL). The combined organic layers were washed with wat... Reactants: [N+](=O)([O-])C1=CC=C(C=C1)S(=O)(=O)N1CCN(CC1)C1=CC=C(C=C1)F (1-[(p-nitrophenyl)sulfonyl]-4-(p-fluorophenyl)piperazine). The reagents and catalysts are [Pt]=O (platinum oxide). Run in C(Cl)(Cl)Cl (chloroform). Run at time 1 hour. Yields the product NC1=CC=C(C=C1)S(=O)(=O)N1CCN(CC1)C1=CC=C(C=C1)F (1-[(p-aminophenyl)sulfonyl]-4-(p-fluorophenyl)piperazine). The yield is 47.1%. RXN SMILES: [N+:1]([C:4]1[CH:9]=[CH:8][C:7]([S:10]([N:13]2[CH2:18][CH2:17][N:16]([C:19]3[CH:24]=[CH:23][C:22]([F:25])=[CH:21][CH:20]=3)[CH2:15][CH2:14]2)(=[O:12])=[O:11])=[CH:6][CH:5]=1)([O-])=O>[Pt]=O.C(Cl)(Cl)Cl>[NH2:1][C:4]1[CH:9]=[CH:8][C:7]([S:10]([N:13]2[CH2:18][CH2:17][N:16]([C:19]3[CH:24]=[CH:23][C:22]([F:25])=[CH:21][CH:20]=3)[CH2:15][CH2:14]2)(=[O:12])=[O:11])=[CH:6][CH:5]=1. Procedure: A mixture of 5.00 g (0.0137 m) of 1-[(p-nitrophenyl)sulfonyl]-4-(p-fluorophenyl)piperazine, 0.2 g of platinum oxide, and 150 ml of chloroform is shaken under hydrogen on a Parr hydrogenation apparatus for one hour. The mixture is then filtered through a sintered glass funnel containing activated carbon and sand to remove the catalyst. The filtrate is concentrated in vacuo and then extracted with methylene chloride/aqueous sodium bicarbonate. The organic layer is filtered through anhydrous sodium... Reactants: C(C)O[C@H]1[C@@H](CN(C1)C1CCOCC1)NC(CNC(C1=CC(=CC=C1)C(F)(F)F)=O)=O (rel-N-(2-{[(3R,4R)-4-ethoxy-1-(tetrahydro-2H-pyran-4-yl)pyrrolidin-3-yl]amino}-2-oxoethyl)-3-(trifluoromethyl)benzamide), BrC(C)C (2-bromopropane), BrCC (bromoethane). Yields the product C(C)(C)O[C@H]1[C@@H](CN(C1)C1CCOCC1)NC(CNC(C1=CC(=CC=C1)C(F)(F)F)=O)=O (rel-N-(2-{[(3R,4R)-4-isopropoxy-1-(tetrahydro-2H-pyran-4-yl)pyrrolidin-3-yl]amino}-2-oxoethyl)-3-(trifluoromethyl)benzamide). RXN SMILES: [CH2:1]([O:3][C@@H:4]1[CH2:8][N:7]([CH:9]2[CH2:14][CH2:13][O:12][CH2:11][CH2:10]2)[CH2:6][C@H:5]1[NH:15][C:16](=[O:31])[CH2:17][NH:18][C:19](=[O:30])[C:20]1[CH:25]=[CH:24][CH:23]=[C:22]([C:26]([F:29])([F:28])[F:27])[CH:21]=1)[CH3:2].Br[CH:33](C)C.BrCC>>[CH:1]([O:3][C@@H:4]1[CH2:8][N:7]([CH:9]2[CH2:14][CH2:13][O:12][CH2:11][CH2:10]2)[CH2:6][C@H:5]1[NH:15][C:16](=[O:31])[CH2:17][NH:18][C:19](=[O:30])[C:20]1[CH:25]=[CH:24][CH:23]=[C:22]([C:26]([F:28])([F:27])[F:29])[CH:21]=1)([CH3:33])[CH3:2]. Reported procedure: The title compound was synthesized in similar fashion to rel-N-(2-{[(3R,4R)-4-ethoxy-1-(tetrahydro-2H-pyran-4-yl)pyrrolidin-3-yl]amino}-2-oxoethyl)-3-(trifluoromethyl)benzamide, 2-bromopropane was substituted for bromoethane, and was isolated as a white solid. 1H-NMR (CDCl3) δ: 1.10 (d, J=6.0 Hz, 3H), 1.15 (d, J=6.0 Hz, 3H), 1.40-1.60 (m, 2H), 1.64-1.80 (m, 2H), 2.17-2.26 (m, 1H), 2.20-2.40 (m, 1H), 2.64-2.78 (m, 2H), 3.21-3.43 (m, 3H), 3.75-3.90 (m, 2H), 3.90-4.00 (m, 2H), 4.07-4.17 (m, 2H), 4.... Starting materials: CO, O, CC1(C)OCC(C(O)CNC(=O)c2cccc(S(=O)(=O)Nc3ccc(F)cc3C(F)(F)F)c2)O1. Product: O=C(NCC(O)C(O)CO)c1cccc(S(=O)(=O)Nc2ccc(F)cc2C(F)(F)F)c1. As a reaction SMILES: [CH3:36][OH:37].[OH2:35].[OH:1][CH:2]([CH2:3][NH:4][C:5]([c:6]1[cH:7][c:8]([S:12]([NH:13][c:14]2[c:15]([C:21]([F:22])([F:23])[F:24])[cH:16][c:17]([F:20])[cH:18][cH:19]2)(=[O:25])=[O:26])[cH:9][cH:10][cH:11]1)=[O:27])[CH:28]1[O:29][C:30]([CH3:33])([CH3:34])[O:31][CH2:32]1>>[OH:1][CH:2]([CH2:3][NH:4][C:5]([c:6]1[cH:7][c:8]([S:12]([NH:13][c:14]2[c:15]([C:21]([F:22])([F:23])[F:24])[cH:16][c:17]([F:20])[cH:18][cH:19]2)(=[O:25])=[O:26])[cH:9][cH:10][cH:11]1)=[O:27])[CH:28]([OH:29])[CH2:32][OH:31].